describe an organic reaction: reactants, conditions, products, and yield From a dataset of the Open Reaction Database (ORD), a public repository of structured organic reaction records. The reactants are ClC=1C=CC=2N(N1)C(=NN2)CC=2C=C1C=CC=NC1=CC2 (6-(6-Chloro-[1,2,4]triazolo[4,3-b]pyridazin-3-ylmethyl)-quinoline), N1C=NC=C1 (imidazole), C([O-])([O-])=O.[K+].[K+] (potassium carbonate), Cl (HCl). Solvent: CN(C)C=O (DMF). The product is N1(C=NC=C1)C=1C=CC=2N(N1)C(=NN2)CC=2C=C1C=CC=NC1=CC2 (6-(6-Imidazol-1-yl-[1,2,4]triazolo[4,3-b]pyridazin-3-ylmethyl)-quinoline). Reaction SMILES: Cl[C:2]1[CH:3]=[CH:4][C:5]2[N:6]([C:8]([CH2:11][C:12]3[CH:13]=[C:14]4[C:19](=[CH:20][CH:21]=3)[N:18]=[CH:17][CH:16]=[CH:15]4)=[N:9][N:10]=2)[N:7]=1.[NH:22]1[CH:26]=[CH:25][N:24]=[CH:23]1.C(=O)([O-])[O-].[K+].[K+].Cl>CN(C=O)C>[N:22]1([C:2]2[CH:3]=[CH:4][C:5]3[N:6]([C:8]([CH2:11][C:12]4[CH:13]=[C:14]5[C:19](=[CH:20][CH:21]=4)[N:18]=[CH:17][CH:16]=[CH:15]5)=[N:9][N:10]=3)[N:7]=2)[CH:26]=[CH:25][N:24]=[CH:23]1 |f:2.3.4|. Procedure details: A mixture of 6-(6-Chloro-[1,2,4]triazolo[4,3-b]pyridazin-3-ylmethyl)-quinoline, imidazole, and potassium carbonate were stirred in DMF (3 mL) for 8 h at 100° C. Aqueous HCl (0.5 N) was added and the volatiles were removed in vacuo. Purification by HPLC (5-35% B over 45 min) yielded the product as a TFA salt. The residue was dissolved in aq 1N HCl (5 mL) and the volatiles removed in vacuo. After two repetitions, the product-dihydrochloride was dried under high vacuum to yield a glassy solid (53 m... Starting materials: CS(=O)(=O)O[C@@H]1[C@@H]([C@H]2[C@@H]3CC[C@](C(C)=O)([C@]3(CC[C@@H]2[C@]2(CCC(C=C12)=O)C)C)OC(C)=O)OS(=O)(=O)C (6β,7β-dimethanesulfonyloxy-17α-acetoxy-4-pregnene-3,20-dione), [N-]=[N+]=[N-].[Na+] (sodium azide), C(C)(=O)O (acetic acid). Solvent: CO (methanol). Yields the product N(=[N+]=[N-])C1=C[C@H]2[C@@H]3CC[C@](C(C)=O)([C@]3(CC[C@@H]2[C@]2(CCC(C=C12)=O)C)C)OC(C)=O (6-azido-17α-acetoxy-4,6-pregnadiene-3,20-dione). As a reaction SMILES: CS(O[C@H:6]1[C:25]2[C@:20]([CH3:27])([CH2:21][CH2:22][C:23](=[O:26])[CH:24]=2)[C@@H:19]2[C@H:8]([C@H:9]3[C@:16]([CH3:28])([CH2:17][CH2:18]2)[C@@:12]([O:29][C:30](=[O:32])[CH3:31])([C:13](=[O:15])[CH3:14])[CH2:11][CH2:10]3)[C@H:7]1OS(C)(=O)=O)(=O)=O.[N-:38]=[N+:39]=[N-:40].[Na+].C(O)(=O)C>CO>[N:38]([C:6]1[C:25]2[C@:20]([CH3:27])([CH2:21][CH2:22][C:23](=[O:26])[CH:24]=2)[C@@H:19]2[C@H:8]([C@H:9]3[C@:16]([CH3:28])([CH2:17][CH2:18]2)[C@@:12]([O:29][C:30](=[O:32])[CH3:31])([C:13](=[O:15])[CH3:14])[CH2:11][CH2:10]3)[CH:7]=1)=[N+:39]=[N-:40] |f:1.2|. Reported procedure: In a manner similar to that described in Example 6C, treat 6β,7β-dimethanesulfonyloxy-17α-acetoxy-4-pregnene-3,20-dione with sodium azide in aqueous methanol in the presence of acetic acid. Isolate and purify the resultant product in a manner similar to that described to obtain 6-azido-17α-acetoxy-4,6-pregnadiene-3,20-dione. Starting materials: CN(C)C=O, COc1cccc(C(=O)O)c1, CN1CCCC1=O, O=C(Cl)C(=O)Cl, Nc1cccc(Oc2ccc3nc(NC(=O)C4CC4)cn3n2)c1, C1CCOC1. Product: COc1cccc(C(=O)Nc2cccc(Oc3ccc4nc(NC(=O)C5CC5)cn4n3)c2)c1. Reaction SMILES: [CH3:18][N:19]([CH3:20])[CH:21]=[O:22].[CH3:1][O:2][c:3]1[cH:4][c:5]([C:6](=[O:7])[OH:8])[cH:9][cH:10][cH:11]1.[CH3:46][N:47]1[CH2:48][CH2:49][CH2:50][C:51]1=[O:52].[Cl:12][C:13]([C:14]([Cl:15])=[O:16])=[O:17].[NH2:23][c:24]1[cH:25][c:26]([O:27][c:28]2[cH:29][cH:30][c:31]3[n:32]([n:33]2)[cH:34][c:35]([NH:37][C:38](=[O:39])[CH:40]2[CH2:41][CH2:42]2)[n:36]3)[cH:43][cH:44][cH:45]1.[O:53]1[CH2:54][CH2:55][CH2:56][CH2:57]1>>[CH3:1][O:2][c:3]1[cH:4][c:5]([C:6](=[O:8])[NH:23][c:24]2[cH:25][c:26]([O:27][c:28]3[cH:29][cH:30][c:31]4[n:32]([n:33]3)[cH:34][c:35]([NH:37][C:38](=[O:39])[CH:40]3[CH2:41][CH2:42]3)[n:36]4)[cH:43][cH:44][cH:45]2)[cH:9][cH:10][cH:11]1. The reactants are Cl (hydrochloric acid), C(#N)C1=CC=CC=2N=NSC21 (7-cyanobenzo-1,2,3-thiadiazole), C(C)OCC (diethyl ether). The solvent is O1CCCC1 (tetrahydrofuran), C(C)O (ethanol). Conditions: time 24 hour. The product is Cl.S1N=NC2=C1C(=CC=C2)C(OCC)=N (ethyl benzo-1,2,3-thiadiazole-7-carboximidate hydrochloride). RXN SMILES: [C:1]([C:3]1[C:11]2[S:10][N:9]=[N:8][C:7]=2[CH:6]=[CH:5][CH:4]=1)#[N:2].[ClH:12].[CH2:13]([O:15]CC)[CH3:14]>C(O)C.O1CCCC1>[ClH:12].[S:10]1[C:11]2[C:3]([C:1](=[NH:2])[O:15][CH2:13][CH3:14])=[CH:4][CH:5]=[CH:6][C:7]=2[N:8]=[N:9]1 |f:5.6|. Procedure: 7.2 g of 7-cyanobenzo-1,2,3-thiadiazole are dissolved at 45° C. in 60 ml of absolute ethanol and 20 ml of tetrahydrofuran, and the solution is cooled to 0° C. and saturated with gaseous hydrochloric acid in the course of 1 hour at 0° C. to 15° C., with the exclusion of moisture. The reaction mixture is then stored for 24 hours in the refrigerator, treated with 70 ml of absolute diethyl ether and allowed to stand for another 4 days in the refrigerator. The solid is then filtered off, washed with ... Reactants: C(C)(=O)C(C(C)=O)CC#CC (3-acetyl-5-heptyn-2-one), COC(C)(C)OC (2,2-dimethoxy-propane), C1(=CC=C(C=C1)S(=O)(=O)O)C (p-toluenesulfonic acid). The solvent is CO (methanol). The product is COC(C)(C(CC#CC)C(C)=O)OC (2,2-dimethoxy-3-acetyl-5-heptyne). As a reaction SMILES: [C:1]([CH:4]([CH2:8][C:9]#[C:10][CH3:11])[C:5](=[O:7])[CH3:6])(=[O:3])[CH3:2].[CH3:12][O:13]C(OC)(C)C.[C:19]1(C)C=CC(S(O)(=O)=O)=CC=1>CO>[CH3:19][O:7][C:5]([O:13][CH3:12])([CH:4]([C:1](=[O:3])[CH3:2])[CH2:8][C:9]#[C:10][CH3:11])[CH3:6]. Procedure: A solution of 38.0 g. (0.25 mol.) of 3-acetyl-5-heptyn-2-one, 32.3 g. (0.31 mol.) of 2,2-dimethoxy-propane, and 5 mg. of p-toluenesulfonic acid in 25 ml. of absolute methanol and 25 ml. of benzene was slowly distilled until the material boiling below 65° had been removed, then stirred with 1 g. of sodium carbonate and filtered to produce 2,2-dimethoxy-3-acetyl-5-heptyne in the filtrate. Starting materials: C(CCCCCCCCC)O (1-Decanol), [Na] (sodium), BrC1=CSC=C1 (3-bromo-thiophene). The reagents and catalysts are [Cu]I (copper (I) iodide). Solvent: O (water). Run at temperature 110 celsius, time 16 hour. Product: C(CCCCCCCCC)OC1=CSC=C1 (3-Decyloxythiophene), yellow liquid. The yield is 86.0%. Reaction SMILES: [CH2:1]([OH:11])[CH2:2][CH2:3][CH2:4][CH2:5][CH2:6][CH2:7][CH2:8][CH2:9][CH3:10].[Na].Br[C:14]1[CH:18]=[CH:17][S:16][CH:15]=1>[Cu]I.O>[CH2:1]([O:11][C:14]1[CH:18]=[CH:17][S:16][CH:15]=1)[CH2:2][CH2:3][CH2:4][CH2:5][CH2:6][CH2:7][CH2:8][CH2:9][CH3:10] |^1:11|. Procedure details: 3-Decyloxythiophene was synthesized as follows. 1-Decanol (0.51 mol, 80.27 g) was added dropwise to 3.5 g (0.15 mol) of sodium metal. After complete disappearance of sodium, the residual alcohol was removed in vacuum and the remaining solid was dissolved in 20˜30 ml DMF. After the solution was heated to 110° C., 12.2 g (0.075 mol) of 3-bromo-thiophene and 1.0 g (0.00053 mol) of copper (I) iodide were added. After 16 hrs of stirring at 110° C., the mixture was poured into water and extracted with... Starting materials: potassium tert.-butylate, [Cl-].ClC1=C(C[P+](C2=CC=CC=C2)(C2=CC=CC=C2)C2=CC=CC=C2)C=CC=C1 (2-chlorobenzyl-triphenylphosphonium chloride), ClC1(CC1)C(N1N=CN=C1)C(=O)C(C1(CC1)Cl)N1N=CN=C1 (1-chlorocyclopropyl-(1,2,4-triazol-1-yl)-methyl ketone), [Cl-].[NH4+] (ammonium chloride). Solvent: O1CCCC1 (tetrahydrofuran), O1CCCC1 (tetrahydrofuran). Run at time 1 hour. Product: ClC1(CC1)C(CN1N=CN=C1)=CC1=C(C=CC=C1)Cl (2-(1-chlorocyclopropyl)-1-(1,2,4 -triazol-1-yl)-3-(2-chlorophenyl)-2-propene). Isolated yield 77.1%. Reaction SMILES: [Cl-:1].[Cl:2][C:3]1[CH:28]=[CH:27][CH:26]=[CH:25][C:4]=1[CH2:5][P+](C1C=CC=CC=1)(C1C=CC=CC=1)C1C=CC=CC=1.ClC1([CH:33]([C:39]([CH:41](N2C=NC=N2)[C:42]2(Cl)[CH2:44]C2)=O)[N:34]2[CH:38]=[N:37][CH:36]=[N:35]2)CC1.[Cl-].[NH4+]>O1CCCC1>[Cl:1][C:41]1([C:39](=[CH:5][C:4]2[CH:25]=[CH:26][CH:27]=[CH:28][C:3]=2[Cl:2])[CH2:33][N:34]2[CH:38]=[N:37][CH:36]=[N:35]2)[CH2:42][CH2:44]1 |f:0.1,3.4|. Procedure: 36.6 g (326 mmol) of potassium tert.-butylate are added at 0° C. with stirring, to a solution of 115 g (271 mmol) of 2-chlorobenzyl-triphenylphosphonium chloride in 600 ml of tetrahydrofuran. After the addition has ended, stirring is continued for one hour at 40° C. A solution of 50.4 g (271 mmol) of 1-chlorocyclopropyl-(1,2,4-triazol-1-yl)-methyl ketone in 300 ml of tetrahydrofuran is subsequently added dropwise at 30° C. with stirring. The reaction mixture is stirred for 16 hours at room tempe... Starting materials: FC(F)(F)c1ccc(Cl)nn1, Cc1ccc(C(F)(F)F)c(C(=O)N2CCC(N)C2)c1. Reaction SMILES: [Cl:20][c:21]1[n:22][n:23][c:24]([C:27]([F:28])([F:29])[F:30])[cH:25][cH:26]1.[NH2:1][CH:2]1[CH2:3][N:4]([C:7](=[O:8])[c:9]2[c:10]([C:16]([F:17])([F:18])[F:19])[cH:11][cH:12][c:13]([CH3:15])[cH:14]2)[CH2:5][CH2:6]1>>[NH:1]([CH:2]1[CH2:3][N:4]([C:7](=[O:8])[c:9]2[c:10]([C:16]([F:17])([F:18])[F:19])[cH:11][cH:12][c:13]([CH3:15])[cH:14]2)[CH2:5][CH2:6]1)[c:21]1[n:22][n:23][c:24]([C:27]([F:28])([F:29])[F:30])[cH:25][cH:26]1. Product: Cc1ccc(C(F)(F)F)c(C(=O)N2CCC(Nc3ccc(C(F)(F)F)nn3)C2)c1.